Dataset: the Open Reaction Database (ORD), a public repository of structured organic reaction records. Task: describe an organic reaction: reactants, conditions, products, and yield The reactants are FC1=CC=C(C=C1)S(=O)(=O)Cl (4-fluorophenylsulfonyl chloride), NCC1CCC(CC1)CN (1,4-bis-aminomethylcyclohexane), C(C)(C)N(CC)C(C)C (diisopropylethylamine). Solvent: ClCCl (dichloromethane), ClCCl (dichloromethane). Conditions: time 16 hour. The product is NCC1CCC(CC1)CNS(=O)(=O)C1=CC=C(C=C1)F (N1-[4-(aminomethyl)cyclohexyl]methyl-4-fluoro-1-benzenesulfonamide). Isolated yield 99.1%. As a reaction SMILES: [F:1][C:2]1[CH:7]=[CH:6][C:5]([S:8](Cl)(=[O:10])=[O:9])=[CH:4][CH:3]=1.[NH2:12][CH2:13][CH:14]1[CH2:19][CH2:18][CH:17]([CH2:20][NH2:21])[CH2:16][CH2:15]1.C(N(C(C)C)CC)(C)C>ClCCl>[NH2:12][CH2:13][CH:14]1[CH2:19][CH2:18][CH:17]([CH2:20][NH:21][S:8]([C:5]2[CH:6]=[CH:7][C:2]([F:1])=[CH:3][CH:4]=2)(=[O:10])=[O:9])[CH2:16][CH2:15]1. Procedure: A solution of 2.37 g of 4-fluorophenylsulfonyl chloride (12.2 mmol) in 30 ml of dichloromethane was added over 10 minutes to a stirred solution of 5.20 g of 1,4-bis-aminomethylcyclohexane (36.6 mmol) and 3.15 g of diisopropylethylamine (24.4 mmol) in 100 ml of dichloromethane at room temperature. The reaction mixture was stirred at room temperature for 16 hours, concentrated, and chromatographed on 200 g of silica packed with 5% MeOH (containing 2M NH3)—CHCl3, eluted with 5%, 7.5%, 10% (1 liter ... Starting materials: Intermediate 77, FC1=CC(=C(C#N)C=C1)N1N=CC=N1 (4-fluoro-2–1,2,3-triazol-2-yl-benzonitrile), Cl (HCl). Reagents/catalysts: [Pd] (Pd—C). Run in C(C)O (ethanol). Conditions: time 4 hour. The product is Cl.FC1=CC(=C(CN)C=C1)N1N=CC=N1 (4-Fluoro-2–1,2,3-triazol-2-yl-benzylamine hydrochloride). As a reaction SMILES: [F:1][C:2]1[CH:9]=[CH:8][C:5]([C:6]#[N:7])=[C:4]([N:10]2[N:14]=[CH:13][CH:12]=[N:11]2)[CH:3]=1.[ClH:15]>C(O)C.[Pd]>[ClH:15].[F:1][C:2]1[CH:9]=[CH:8][C:5]([CH2:6][NH2:7])=[C:4]([N:10]2[N:14]=[CH:13][CH:12]=[N:11]2)[CH:3]=1 |f:4.5|. Procedure details: Intermediate 77, 4-fluoro-2–1,2,3-triazol-2-yl-benzonitrile, (0.34 g, 1.8 mmol) was dissolved in ethanol (50 mL). 1N HCl (10 mL) was added along with a catalytic amount of 10%-Pd—C. The mixture was shaken under H2 at 55 psi for 4 h after which it was filtered through Celite and concentrated to give the title compound as the corresponding HCl salt. Yellow solid (0.402 g, 98% yield). 1H-NMR (500 MHz, CD3OD) δ ppm: 8.13 (2H, s), 7.87 (1H, dd, J=4.9, 2.6 Hz), 7.73 (1H, dd, J=4.9, 2.6 Hz), 7.34 (1H, ...